describe an organic reaction: reactants, conditions, products, and yield From a dataset of the Open Reaction Database (ORD), a public repository of structured organic reaction records. The reactants are [Cl-].[NH4+] (ammonium chloride), FC1=C(C(=CC=C1F)C(CC)=C)OC (2,3-difluoro-6-(1-methylenepropyl)anisole), FC(C(C(=O)OCC)=O)(F)F (ethyl trifluorpyruvate), [Cu(R,R)bis-tert-butyl-oxazoline)(H2O)2, FC=1C(=C(C=CC1F)\C(\CC(C(=O)[O-])(C(F)(F)F)O)=C/C)OC (Z-4-(3,4-difluoro-2-methoxyphenyl)-2-hydroxy-2-(trifluoromethyl)-hex-4-enoate), solid, [H-].[Al+3].[Li+].[H-].[H-].[H-] (lithium aluminum hydride). Run in ClCCl (dichloromethane), C(C)OCC (diethyl ether). Run at temperature 0 celsius, time 16 hour. Yields the product 13.9, FC=1C(=C(C=CC1F)\C(\CC(CO)(O)C(F)(F)F)=C/C)OC (Z-4-(3,4-difluoro-2-methoxyphenyl)-2-(trifluoromethyl)-hex-4-ene-1,2-diol). As a reaction SMILES: FC1C(F)=CC=C(C(=C)CC)C=1OC.FC(F)(F)C(=O)C(OCC)=O.[F:26][C:27]1[C:28]([O:47][CH3:48])=[C:29](/[C:34](=[CH:45]\[CH3:46])/[CH2:35][C:36]([OH:44])([C:40]([F:43])([F:42])[F:41])[C:37]([O-])=[O:38])[CH:30]=[CH:31][C:32]=1[F:33].[H-].[Al+3].[Li+].[H-].[H-].[H-].[Cl-].[NH4+]>ClCCl.C(OCC)C>[F:26][C:27]1[C:28]([O:47][CH3:48])=[C:29](/[C:34](=[CH:45]\[CH3:46])/[CH2:35][C:36]([C:40]([F:42])([F:43])[F:41])([OH:44])[CH2:37][OH:38])[CH:30]=[CH:31][C:32]=1[F:33] |f:3.4.5.6.7.8,9.10|. Reported procedure: 23.6 g (119 mmol) of 2,3-difluoro-6-(1-methylenepropyl)anisole, 31.4 ml (238 mmol) of ethyl trifluorpyruvate and 10 g of molecular sieve are added dropwise at 0° C. over 30 minutes to 2.58 g (2.98 mmol) of [Cu(R,R)bis-tert-butyl-oxazoline)(H2O)2]((SbF6)2 in 85 ml of dichloromethane. The reaction mixture is stirred at 0° C. for 16 hours and the reaction mixture is purified by means of column chromatography on silica gel (hexane/ethyl acetate 0-10%). This gives 16.7 g of ethyl (R)-4-(3,4-difluoro-... Starting materials: CCN(C(C)C)C(C)C (DIPEA), C(#N)C=1C=C(C=2CCCCC2C1)C(=O)Cl (3-cyano-5,6,7,8-tetrahydronaphthalene-1-carbonyl chloride), FC1=CC=C(C=C1)[C@@H](CNC)CC=C ([(2S)-2-(4-Fluorophenyl)pent-4-en-1-yl]methylamine). The solvent is C(Cl)Cl (CH2Cl2), resultant solution, C(Cl)Cl (CH2Cl2). Conditions: time 2 hour. Yields the product C(#N)C=1C=C(C=2CCCCC2C1)C(=O)N(C)C[C@@H](CC=C)C1=CC=C(C=C1)F (3-cyano-N-[(2S)-2-(4-fluorophenyl)pent-4-en-1-yl]-N-methyl-5,6,7,8-tetrahydronaphthalene-1-carboxamide). Yield: 78.8%. Reaction SMILES: [F:1][C:2]1[CH:7]=[CH:6][C:5]([C@H:8]([CH2:12][CH:13]=[CH2:14])[CH2:9][NH:10][CH3:11])=[CH:4][CH:3]=1.CCN(C(C)C)C(C)C.[C:24]([C:26]1[CH:27]=[C:28]([C:36](Cl)=[O:37])[C:29]2[CH2:30][CH2:31][CH2:32][CH2:33][C:34]=2[CH:35]=1)#[N:25]>C(Cl)Cl>[C:24]([C:26]1[CH:27]=[C:28]([C:36]([N:10]([CH2:9][C@H:8]([C:5]2[CH:4]=[CH:3][C:2]([F:1])=[CH:7][CH:6]=2)[CH2:12][CH:13]=[CH2:14])[CH3:11])=[O:37])[C:29]2[CH2:30][CH2:31][CH2:32][CH2:33][C:34]=2[CH:35]=1)#[N:25]. Reported procedure: [(2S)-2-(4-Fluorophenyl)pent-4-en-1-yl]methylamine (see Bioorg. Med. Chem. Lett; 2001; 265-270; 300 mg, 1.55 mmol) was dissolved in CH2Cl2 (30 m]L) and to the resultant solution were added DIPEA (440 mg, 3.40 mmol) together with 3-cyano-5,6,7,8-tetrahydronaphthalene-1-carbonyl chloride (see WO 00/34243; 341 mg, 1.55 mmol). The mixture was stirred for 2 h at room temperature, diluted with CH2Cl2 (20 mL) and then washed with water, aqueous KHSO4 solution and finally with brine. The solution was dr... Starting materials: Cc1cccc(C)c1CCl, CC#N, [Na+], [OH-], Cc1nc2cccc(O)c2[nH]1. Yields the product Cc1nc2cccc(OCc3c(C)cccc3C)c2[nH]1. As a reaction SMILES: [CH3:12][c:13]1[c:14]([CH2:15][Cl:16])[c:17]([CH3:21])[cH:18][cH:19][cH:20]1.[CH3:24][C:25]#[N:26].[Na+:23].[OH-:22].[OH:1][c:2]1[cH:3][cH:4][cH:5][c:6]2[n:7][c:8]([CH3:11])[nH:9][c:10]12>>[O:1]([c:2]1[cH:3][cH:4][cH:5][c:6]2[n:7][c:8]([CH3:11])[nH:9][c:10]12)[CH2:15][c:14]1[c:13]([CH3:12])[cH:20][cH:19][cH:18][c:17]1[CH3:21].